This data is from the Open Reaction Database (ORD), a public repository of structured organic reaction records. The task is: describe an organic reaction: reactants, conditions, products, and yield Reactants: CCOC(C)=O, CC(C)c1cc(C(=O)O)c(O)c(C(C)C)c1, c1ccc2ncccc2c1. The product is CC(C)c1ccc(O)c(C(C)C)c1. Reaction SMILES: [CH3:27][CH2:28][O:29][C:30]([CH3:31])=[O:32].[CH:1]([CH3:2])([CH3:3])[c:4]1[c:5]([OH:16])[c:6]([C:7]([OH:8])=[O:9])[cH:10][c:11]([CH:13]([CH3:14])[CH3:15])[cH:12]1.[cH:17]1[cH:18][c:19]2[c:20]([n:21][cH:22][cH:23][cH:24]2)[cH:25][cH:26]1>>[CH:1]([CH3:2])([CH3:3])[c:4]1[c:5]([OH:16])[cH:6][cH:10][c:11]([CH:13]([CH3:14])[CH3:15])[cH:12]1. Starting materials: BrCC1CCOC1, C1COCCO1, [Na+], [Na+], O, O, O, O, O, O, O, O, O=S([O-])[O-]. Product: [Na+], O=S(=O)([O-])CC1CCOC1. As a reaction SMILES: [Br:14][CH2:15][CH:16]1[CH2:17][O:18][CH2:19][CH2:20]1.[CH2:21]1[O:22][CH2:23][CH2:24][O:25][CH2:26]1.[Na+:12].[Na+:13].[OH2:1].[OH2:27].[OH2:2].[OH2:3].[OH2:4].[OH2:5].[OH2:6].[OH2:7].[S:8](=[O:9])([O-:10])[O-:11]>>[Na+:12].[S:8](=[O:9])(=[O:10])([O-:11])[CH2:15][CH:16]1[CH2:17][O:18][CH2:19][CH2:20]1. The reactants are NC(=O)CC(Br)C(=O)O, SCc1ccccc1, CCO, CCOCC, [Na], O. Yields the product NC(=O)CC(SCc1ccccc1)C(=O)O. Reaction SMILES: [Br:10][CH:11]([C:12](=[O:13])[OH:14])[CH2:15][C:16]([NH2:17])=[O:18].[CH2:2]([c:3]1[cH:4][cH:5][cH:6][cH:7][cH:8]1)[SH:9].[CH3:19][CH2:20][OH:21].[CH3:23][CH2:24][O:25][CH2:26][CH3:27].[Na:1].[OH2:22]>>[CH2:2]([c:3]1[cH:4][cH:5][cH:6][cH:7][cH:8]1)[S:9][CH:11]([C:12](=[O:13])[OH:14])[CH2:15][C:16]([NH2:17])=[O:18].